Dataset: the Open Reaction Database (ORD), a public repository of structured organic reaction records. Task: describe an organic reaction: reactants, conditions, products, and yield Starting materials: C(C)[C@@H]1C[C@@H](C[C@@H]1C1=NN=C2N1C1=C(N=C2)NC=C1)NS(=O)(=O)C1CC1 (N-((1S,3R,4S)-3-ethyl-4-(6H-pyrrolo[2,3-e][1,2,4]triazolo[4,3-a]pyrazin-1-yl)cyclopentyl)cyclopropanesulfonamide), [OH-].[K+] (KOH), [Cl-].[NH4+] (ammonium chloride), II (Iodine). Run in CN(C)C=O (DMF). Conditions: time 5 minute. Yields the product C(C)[C@@H]1C[C@@H](C[C@@H]1C1=NN=C2N1C1=C(N=C2)NC=C1I)NS(=O)(=O)C1CC1 (N-((1S,3R,4S)-3-ethyl-4-(8-iodo-6H-pyrrolo[2,3-e][1,2,4]triazolo[4,3-a]pyrazin-1-yl)cyclopentyl)cyclopropanesulfonamide). The yield is 93.3%. Reaction SMILES: [CH2:1]([C@H:3]1[C@@H:7]([C:8]2[N:12]3[C:13]4[CH:19]=[CH:18][NH:17][C:14]=4[N:15]=[CH:16][C:11]3=[N:10][N:9]=2)[CH2:6][C@@H:5]([NH:20][S:21]([CH:24]2[CH2:26][CH2:25]2)(=[O:23])=[O:22])[CH2:4]1)[CH3:2].[OH-].[K+].[I:29]I.[Cl-].[NH4+]>CN(C=O)C>[CH2:1]([C@H:3]1[C@@H:7]([C:8]2[N:12]3[C:13]4[C:19]([I:29])=[CH:18][NH:17][C:14]=4[N:15]=[CH:16][C:11]3=[N:10][N:9]=2)[CH2:6][C@@H:5]([NH:20][S:21]([CH:24]2[CH2:26][CH2:25]2)(=[O:23])=[O:22])[CH2:4]1)[CH3:2] |f:1.2,4.5|. Reported procedure: To a solution of N-((1S,3R,4S)-3-ethyl-4-(6H-pyrrolo[2,3-e][1,2,4]triazolo[4,3-a]pyrazin-1-yl)cyclopentyl)cyclopropanesulfonamide (0.396 g, 1.06 mmol, prepared as detailed in WO2009152133) in DMF (20 mL) was added KOH (0.190 g, 3.38 mmol). The mixture was stirred at rt for 5 min. Iodine (0.268 g, 1.058 mmol) was added in small portions and the reaction mixture was stirred at rt for 30 min. The mixture was added dropwise into a saturated aqueous ammonium chloride (200 mL). The precipitate was col... Starting materials: CCc1cc(-c2ccc(S(=O)(=O)Cl)s2)c(C)[nH]c1=O, CNCC(O)c1ccccc1. The product is CCc1cc(-c2ccc(S(=O)(=O)N(C)CC(O)c3ccccc3)s2)c(C)[nH]c1=O. As a reaction SMILES: [CH2:1]([CH3:2])[c:3]1[cH:4][c:5](-[c:11]2[cH:12][cH:13][c:14]([S:16](=[O:17])(=[O:18])[Cl:19])[s:15]2)[c:6]([CH3:10])[nH:7][c:8]1=[O:9].[OH:20][CH:21]([CH2:22][NH:23][CH3:24])[c:25]1[cH:26][cH:27][cH:28][cH:29][cH:30]1>>[CH2:1]([CH3:2])[c:3]1[cH:4][c:5](-[c:11]2[cH:12][cH:13][c:14]([S:16](=[O:17])(=[O:18])[N:23]([CH2:22][CH:21]([OH:20])[c:25]3[cH:26][cH:27][cH:28][cH:29][cH:30]3)[CH3:24])[s:15]2)[c:6]([CH3:10])[nH:7][c:8]1=[O:9].